This data is from the Open Reaction Database (ORD), a public repository of structured organic reaction records. The task is: describe an organic reaction: reactants, conditions, products, and yield Starting materials: ClCCCOc1ccc2c(c1)OCO2, COc1cc2c(cc1OC)C(=O)N(CCCC1CCCNC1)CC2. Product: Cl, COc1cc2c(cc1OC)C(=O)N(CCCC1CCCN(CCCOc3ccc4c(c3)OCO4)C1)CC2. As a reaction SMILES: [Cl:25][CH2:26][CH2:27][CH2:28][O:29][c:30]1[cH:31][c:32]2[c:33]([cH:34][cH:35]1)[O:36][CH2:37][O:38]2.[NH:1]1[CH2:2][CH:3]([CH2:7][CH2:8][CH2:9][N:10]2[C:11](=[O:24])[c:12]3[cH:13][c:14]([O:22][CH3:23])[c:15]([O:20][CH3:21])[cH:16][c:17]3[CH2:18][CH2:19]2)[CH2:4][CH2:5][CH2:6]1>>[ClH:25].[N:1]1([CH2:26][CH2:27][CH2:28][O:29][c:30]2[cH:31][c:32]3[c:33]([cH:34][cH:35]2)[O:36][CH2:37][O:38]3)[CH2:2][CH:3]([CH2:7][CH2:8][CH2:9][N:10]2[C:11](=[O:24])[c:12]3[cH:13][c:14]([O:22][CH3:23])[c:15]([O:20][CH3:21])[cH:16][c:17]3[CH2:18][CH2:19]2)[CH2:4][CH2:5][CH2:6]1.